Dataset: the Open Reaction Database (ORD), a public repository of structured organic reaction records. Task: describe an organic reaction: reactants, conditions, products, and yield The reactants are ClC1=NC(=CC(=N1)C(=O)OC)C (methyl 2-chloro-6-methylpyrimidine-4-carboxylate), C(C)(=O)N (acetamide), Carboxylic acid-4. Yields the product C(C)(=O)NC1=NC(=CC(=N1)C(=O)OC)C (methyl 2-acetamido-6-methylpyrimidine-4-carboxylate). Isolated yield 68.0%. RXN SMILES: Cl[C:2]1[N:7]=[C:6]([C:8]([O:10][CH3:11])=[O:9])[CH:5]=[C:4]([CH3:12])[N:3]=1.[C:13]([NH2:16])(=[O:15])[CH3:14]>>[C:13]([NH:16][C:2]1[N:7]=[C:6]([C:8]([O:10][CH3:11])=[O:9])[CH:5]=[C:4]([CH3:12])[N:3]=1)(=[O:15])[CH3:14]. Procedure details: The title compound is prepared in 68% yield (0.76 g, a yellow solid) from methyl 2-chloro-6-methylpyrimidine-4-carboxylate (1.0 g, 5.4 mmol) and acetamide by the similar manner in Step-1 of Carboxylic acid-4.